The task is: describe an organic reaction: reactants, conditions, products, and yield. This data is from the Open Reaction Database (ORD), a public repository of structured organic reaction records. Reactants: aqueous solution, [OH-].[Na+] (sodium hydroxide), C(C)(=O)OCC (ethyl acetate), [N-]=[N+]=[N-].[Na+] (sodium azide), [Cl-].[NH4+] (ammonium chloride), Cl (hydrochloric acid), C(#N)C=1CCN(CC1)C(=O)OC(C)(C)C (tert-butyl 4-cyano-1,2,3,6-tetrahydropyridine-1-carboxylate), aqueous solution. Run in CN(C=O)C (Dimethylformamide). Conditions: temperature 115 celsius, time 3 hour. The product is C1(=CC=CC=C1)N1N=C(N=N1)C=1CCN(CC1)C(=O)OC(C)(C)C (tert-Butyl 4-(2-phenyl-2H-tetrazol-5-yl)-1,2,3,6-tetrahydropyridine-1-carboxylate). As a reaction SMILES: [C:1]([C:3]1[CH2:4][CH2:5][N:6]([C:9]([O:11][C:12]([CH3:15])([CH3:14])[CH3:13])=[O:10])[CH2:7][CH:8]=1)#[N:2].[N-:16]=[N+:17]=[N-:18].[Na+].[Cl-].[NH4+].[OH-].[Na+].Cl.C(O[CH2:29][CH3:30])(=O)C>CN(C)C=O>[C:30]1([N:18]2[N:17]=[N:16][C:1]([C:3]3[CH2:8][CH2:7][N:6]([C:9]([O:11][C:12]([CH3:15])([CH3:14])[CH3:13])=[O:10])[CH2:5][CH:4]=3)=[N:2]2)[CH:29]=[CH:7][CH:8]=[CH:3][CH:1]=1 |f:1.2,3.4,5.6|. Reported procedure: Dimethylformamide (2 m) was added to 104 mg of tert-butyl 4-cyano-1,2,3,6-tetrahydropyridine-1-carboxylate prepared in 1) of Example 23, 310 mg of sodium azide and 260 mg of ammonium chloride and the mixture was stirred at 115° C. for 3 hours. After cooling down to room temperature, ethyl acetate and a 2N aqueous solution of sodium hydroxide were added thereto. After the aqueous layer was neutralized with a 1N aqueous solution of hydrochloric acid, the product was extracted with chloroform. The ... Reactants: Fc1ccc(F)c(F)c1F, O=[N+]([O-])O, O=S(=O)(O)O. The product is O=[N+]([O-])c1cc(F)c(F)c(F)c1F. As a reaction SMILES: [F:1][c:2]1[c:3]([F:10])[c:4]([F:9])[c:5]([F:8])[cH:6][cH:7]1.[OH:11][N+:12]([O-:13])=[O:14].[S:15](=[O:16])(=[O:17])([OH:18])[OH:19]>>[F:1][c:2]1[c:3]([F:10])[c:4]([F:9])[c:5]([F:8])[cH:6][c:7]1[N+:12](=[O:11])[O-:13]. Reactants: FC(CCCI)(F)P(OCC)(OCC)=O (diethyl 1,1-difluoro-4-iodobutylphosphonate), [N-]=[N+]=[N-].[Na+] (sodium azide). Solvent: C(C)(=O)OCC (ethyl acetate), CN(C)C=O (DMF). Reaction conditions: time 90 minute. Product: N(=[N+]=[N-])CCCC(F)(F)P(OCC)(OCC)=O (diethyl 4-azido-1,1-difluorobutylphosphonate). As a reaction SMILES: [F:1][C:2]([P:8](=[O:15])([O:12][CH2:13][CH3:14])[O:9][CH2:10][CH3:11])([F:7])[CH2:3][CH2:4][CH2:5]I.[N-:16]=[N+:17]=[N-:18].[Na+]>CN(C=O)C.C(OCC)(=O)C>[N:16]([CH2:5][CH2:4][CH2:3][C:2]([P:8](=[O:15])([O:12][CH2:13][CH3:14])[O:9][CH2:10][CH3:11])([F:7])[F:1])=[N+:17]=[N-:18] |f:1.2|. Reported procedure: To a solution of diethyl 1,1-difluoro-4-iodobutylphosphonate (1 eq) in DMF (0.27 M) was added sodium azide (3 eq). The reaction mixture was stirred at room temperature for 90 minutes. The mixture was diluted with ethyl acetate and washed with water. The aqueous phase was back extracted with ethyl acetate. The combined organic phases were washed with brine, dried over anhydrous Na2SO4, and concentrated en vaccuo. The crude mixture was purified by flash chromatography on a COMBIFLASH® system (ISCO... The reactants are OCCCN[C@H]1[C@H](CCCC1)C(C1=CC=CC=C1)O (cis-N-(3-hydroxypropyl)-N-[2-[hydroxy(phenyl)methyl]cyclohexyl]amine), Br (hydrogen bromide), [OH-].[Na+] (sodium hydroxide). Solvent: C1(=CC=CC=C1)C (toluene). The product is C1(=CC=CC=C1)\C=C/1\C(CCCC1)N1CCC1 ((±)-(E)-1-[2-(phenylmethylene)cyclohexyl]azetidine). The yield is 31.8%. Reaction SMILES: O[CH2:2][CH2:3][CH2:4][NH:5][C@@H:6]1[CH2:11][CH2:10][CH2:9][CH2:8][C@@H:7]1[CH:12](O)[C:13]1[CH:18]=[CH:17][CH:16]=[CH:15][CH:14]=1.Br.[OH-].[Na+]>C1(C)C=CC=CC=1>[C:13]1(/[CH:12]=[C:7]2/[CH:6]([N:5]3[CH2:4][CH2:3][CH2:2]3)[CH2:11][CH2:10][CH2:9][CH2:8]/2)[CH:18]=[CH:17][CH:16]=[CH:15][CH:14]=1 |f:2.3|. Procedure details: A mixture of 2.5 g (9.5 mmoles) of cis-N-(3-hydroxypropyl)-N-[2-[hydroxy(phenyl)methyl]cyclohexyl]amine, 10 ml of toluene and 6.45 g of 48% v/v aqueous hydrogen bromide solution was stirred and heated on a steam bath for 3.5 hr. The resulting solution was cooled, basified with 20% sodium hydroxide solution and extracted with chloroform. The chloroform extract was washed with water, and saturated sodium chloride solution and then dried over magnesium sulfate and evaporated. The residue, 2 g, was ...